From a dataset of the Open Reaction Database (ORD), a public repository of structured organic reaction records. describe an organic reaction: reactants, conditions, products, and yield The product is C(C1=CC=CC=C1)OC(=O)N1CCN(CC1)C1=NC=C(C=C1C(F)(F)F)Br (4-(5-Bromo-3-trifluoromethyl-pyridin-2-yl)-piperazine-1-carboxylic acid benzyl ester). Procedure details: Benzyl chloroformate (806 μL, 5.7 mmol, Aldrich) was added dropwise to a mixture of 1-(5-bromo-3-trifluoromethyl-pyridin-2-yl)-piperazine (1.6 g, 5.2 mmol, Example 112a) and diisopropylethylamine (1.1 mL, 6.24 mmol, Aldrich) in dichloromethane (35 mL) with stirring at 0° C. The mixture was stirred at room temperature for 16 h. The solvent was removed in vacuo and the residue was purified by silica gel column chromatography (2%-100% EtOAc/hexane) to give the title compound as an orange oil. MS (E... Conditions: temperature 0 celsius. Starting materials: ClC(=O)OCC1=CC=CC=C1 (Benzyl chloroformate), BrC=1C=C(C(=NC1)N1CCNCC1)C(F)(F)F (1-(5-bromo-3-trifluoromethyl-pyridin-2-yl)-piperazine), C(C)(C)N(CC)C(C)C (diisopropylethylamine). RXN SMILES: Cl[C:2]([O:4][CH2:5][C:6]1[CH:11]=[CH:10][CH:9]=[CH:8][CH:7]=1)=[O:3].[Br:12][C:13]1[CH:14]=[C:15]([C:25]([F:28])([F:27])[F:26])[C:16]([N:19]2[CH2:24][CH2:23][NH:22][CH2:21][CH2:20]2)=[N:17][CH:18]=1.C(N(C(C)C)CC)(C)C>ClCCl>[CH2:5]([O:4][C:2]([N:22]1[CH2:23][CH2:24][N:19]([C:16]2[C:15]([C:25]([F:28])([F:26])[F:27])=[CH:14][C:13]([Br:12])=[CH:18][N:17]=2)[CH2:20][CH2:21]1)=[O:3])[C:6]1[CH:11]=[CH:10][CH:9]=[CH:8][CH:7]=1. Solvent: ClCCl (dichloromethane). Starting materials: COC1=C(C(=CC=C1)OC)O (2,6-dimethoxyphenol), CC(CCCCCC)(O)C (1,1-dimethyl-1-heptanol), CS(=O)(=O)O (methanesulfonic acid). The product is OC1=C(C=C(C=C1OC)C(CCCCCC)(C)C)OC (1-hydroxy-2,6-dimethoxy-4-(1,1-dimethylheptyl)benzene). RXN SMILES: [CH3:1][O:2][C:3]1[CH:8]=[CH:7][CH:6]=[C:5]([O:9][CH3:10])[C:4]=1[OH:11].[CH3:12][C:13]([CH3:21])(O)[CH2:14][CH2:15][CH2:16][CH2:17][CH2:18][CH3:19].CS(O)(=O)=O>>[OH:11][C:4]1[C:5]([O:9][CH3:10])=[CH:6][C:7]([C:13]([CH3:21])([CH3:12])[CH2:14][CH2:15][CH2:16][CH2:17][CH2:18][CH3:19])=[CH:8][C:3]=1[O:2][CH3:1]. Procedure: The process of claim 1, said process comprising reacting 2,6-dimethoxyphenol with 1,1-dimethyl-1-heptanol in the presence of methanesulfonic acid to provide 1-hydroxy-2,6-dimethoxy-4-(1,1-dimethylheptyl)benzene; reacting said 1-hydroxy-2,6-dimethoxy-4-(1,1-dimethylheptyl)benzene with a halogenated disubstituted phosphite to provide a 2,6-dimethoxy-4-(1,1-dimethylheptyl)phenyl disubstituted phosphate; reacting said 2,6-dimethoxy-4-(1,1-dimethylheptyl)phenyl disubstituted phosphate with an alkali ... Reactants: N1=CC=C2N1C=CC=C2OCC2CO2 (3-(pyrazolo[1,5-a]pyrid-4-yloxy)-1,2-epoxypropane), C(C)(C)N (isopropylamine). Yields the product C(C)(C)NCC(COC=1C=2N(C=CC1)N=CC2)O (1-(isopropylamino)-3-(pyrazolo[1,5-a]pyrid-4-yloxy)-2-propanol). RXN SMILES: [N:1]1[N:5]2[CH:6]=[CH:7][CH:8]=[C:9]([O:10][CH2:11][CH:12]3[O:14][CH2:13]3)[C:4]2=[CH:3][CH:2]=1.[CH:15]([NH2:18])([CH3:17])[CH3:16]>>[CH:15]([NH:18][CH2:13][CH:12]([OH:14])[CH2:11][O:10][C:9]1[C:4]2[N:5]([N:1]=[CH:2][CH:3]=2)[CH:6]=[CH:7][CH:8]=1)([CH3:17])[CH3:16]. Procedure: Then, the Compound (6) is reacted with isopropylamine to produce 1-(isopropylamino)-3-(pyrazolo[1,5-a]pyrid-4-yloxy)-2-propanol (A), with approximately quantitative yields being achieved. Starting materials: O=C(O)c1ccc(-c2ccc(OCCCCCCCCBr)cc2)cc1, CCOC(C)=O, CC1CNCC(C)O1, Cl, O. Yields the product CC1CN(CCCCCCCCOc2ccc(-c3ccc(C(=O)O)cc3)cc2)CC(C)O1, Cl. As a reaction SMILES: [Br:1][CH2:2][CH2:3][CH2:4][CH2:5][CH2:6][CH2:7][CH2:8][CH2:9][O:10][c:11]1[cH:12][cH:13][c:14](-[c:17]2[cH:18][cH:19][c:20]([C:21](=[O:22])[OH:23])[cH:24][cH:25]2)[cH:15][cH:16]1.[CH3:27][CH2:28][O:29][C:30](=[O:31])[CH3:32].[CH3:34][CH:35]1[O:36][CH:37]([CH3:41])[CH2:38][NH:39][CH2:40]1.[ClH:33].[OH2:26]>>[CH2:2]([CH2:3][CH2:4][CH2:5][CH2:6][CH2:7][CH2:8][CH2:9][O:10][c:11]1[cH:12][cH:13][c:14](-[c:17]2[cH:18][cH:19][c:20]([C:21](=[O:22])[OH:23])[cH:24][cH:25]2)[cH:15][cH:16]1)[N:39]1[CH2:38][CH:37]([CH3:41])[O:36][CH:35]([CH3:34])[CH2:40]1.[ClH:33]. Reactants: O=C([O-])[O-], CN(C)C(=S)Cl, CC(C)=O, [K+], [K+], Cc1ccc2c(c1O)CCN(C(=O)C(F)(F)F)CC2. Product: Cc1ccc2c(c1OC(=S)N(C)C)CCN(C(=O)C(F)(F)F)CC2. As a reaction SMILES: [C:20](=[O:21])([O-:22])[O-:23].[CH3:26][N:27]([C:28](=[S:29])[Cl:30])[CH3:31].[CH3:32][C:33](=[O:34])[CH3:35].[K+:24].[K+:25].[OH:1][c:2]1[c:3]([CH3:19])[cH:4][cH:5][c:6]2[c:12]1[CH2:11][CH2:10][N:9]([C:13]([C:14]([F:15])([F:16])[F:17])=[O:18])[CH2:8][CH2:7]2>>[O:1]([c:2]1[c:3]([CH3:19])[cH:4][cH:5][c:6]2[c:12]1[CH2:11][CH2:10][N:9]([C:13]([C:14]([F:15])([F:16])[F:17])=[O:18])[CH2:8][CH2:7]2)[C:28]([N:27]([CH3:26])[CH3:31])=[S:29]. The reactants are CCOc1cc(C(C)(C)C)ncc1C1=NC(C)(c2ccc(Cl)cc2)C(C)(c2ccc(Cl)cc2)N1C(=O)Cl, NCCC(O)CO, CC1(C)OCC(CCO)O1. Product: CCOc1cc(C(C)(C)C)ncc1C1=NC(C)(c2ccc(Cl)cc2)C(C)(c2ccc(Cl)cc2)N1C(=O)NCCC(O)CO. Reaction SMILES: [C:1]([CH3:2])([CH3:3])([CH3:4])[c:5]1[cH:6][c:7]([O:35][CH2:36][CH3:37])[c:8]([C:11]2=[N:15][C:14]([CH3:16])([c:17]3[cH:18][cH:19][c:20]([Cl:23])[cH:21][cH:22]3)[C:13]([CH3:24])([c:25]3[cH:26][cH:27][c:28]([Cl:31])[cH:29][cH:30]3)[N:12]2[C:32](=[O:33])[Cl:34])[cH:9][n:10]1.[NH2:38][CH2:39][CH2:40][CH:41]([CH2:42][OH:43])[OH:44].[OH:45][CH2:46][CH2:47][CH:48]1[CH2:49][O:50][C:51]([CH3:52])([CH3:53])[O:54]1>>[C:1]([CH3:2])([CH3:3])([CH3:4])[c:5]1[cH:6][c:7]([O:35][CH2:36][CH3:37])[c:8]([C:11]2=[N:15][C:14]([CH3:16])([c:17]3[cH:18][cH:19][c:20]([Cl:23])[cH:21][cH:22]3)[C:13]([CH3:24])([c:25]3[cH:26][cH:27][c:28]([Cl:31])[cH:29][cH:30]3)[N:12]2[C:32](=[O:33])[NH:38][CH2:39][CH2:40][CH:41]([CH2:42][OH:43])[OH:44])[cH:9][n:10]1. Starting materials: CC=1NC=C(N1)C1=CC(=C(C=C1)NC(C)=O)Br (2-methyl-4-(3-bromo-4-acetamido-phenyl)-1H-imidazole), Cl (hydrochloric acid), [OH-].[Na+] (sodium hydroxide). The solvent is O (water). Yields the product CC=1NC=C(N1)C1=CC(=C(C=C1)N)Br (2-Methyl-4-(3-bromo-4-amino-phenyl)-1H-imidazole). The yield is 77.8%. As a reaction SMILES: [CH3:1][C:2]1[NH:3][CH:4]=[C:5]([C:7]2[CH:12]=[CH:11][C:10]([NH:13]C(=O)C)=[C:9]([Br:17])[CH:8]=2)[N:6]=1.Cl.[OH-].[Na+]>O>[CH3:1][C:2]1[NH:3][CH:4]=[C:5]([C:7]2[CH:12]=[CH:11][C:10]([NH2:13])=[C:9]([Br:17])[CH:8]=2)[N:6]=1 |f:2.3|. Reported procedure: A mixture of 2-methyl-4-(3-bromo-4-acetamido-phenyl)-1H-imidazole (15 g), concentrated hydrochloric acid (10 ml) and water (30 ml) was refluxed for 45 minutes. The resulting solution was cooled to room temperature and was made alkaline with 10% sodium hydroxide. The base was filtered off, washed with water and dried to give 10 g of the title compound. The reactants are O (water), CC1=C(C(CCC1)(C)C)/C=C/C(=C/C=C/C(=C/C(=O)F)/C)/C (Retinoyl fluoride), O=C[C@H](O)[C@@H](O)[C@H](O)[C@H](O)C(=O)O (glucuronic acid), C([O-])(O)=O.[Na+] (sodium bicarbonate), O (water). Solvent: CC(=O)C.O (acetone water). Run at time 22 hour. Product: CC1=C(C(CCC1)(C)C)/C=C/C(=C/C=C/C(=C/C(=O)O[C@H]2[C@@H]([C@H]([C@@H]([C@H](O2)C(=O)O)O)O)O)/C)/C (retinoyl glucuronide). Reaction SMILES: [CH3:1][C:2]1[CH2:7][CH2:6][CH2:5][C:4]([CH3:9])([CH3:8])[C:3]=1/[CH:10]=[CH:11]/[C:12](/[CH3:22])=[CH:13]/[CH:14]=[CH:15]/[C:16](/[CH3:21])=[CH:17]/[C:18](F)=[O:19].[O:23]=[CH:24][C@@H:25]([C@H:27]([C@@H:29]([C@@H:31]([C:33]([OH:35])=[O:34])[OH:32])[OH:30])[OH:28])[OH:26].O.C(=O)(O)[O-].[Na+]>CC(C)=O.O>[CH3:1][C:2]1[CH2:7][CH2:6][CH2:5][C:4]([CH3:9])([CH3:8])[C:3]=1/[CH:10]=[CH:11]/[C:12](/[CH3:22])=[CH:13]/[CH:14]=[CH:15]/[C:16](/[CH3:21])=[CH:17]/[C:18]([O:23][C@@H:24]1[O:32][C@H:31]([C:33]([OH:35])=[O:34])[C@@H:29]([OH:30])[C@H:27]([OH:28])[C@H:25]1[OH:26])=[O:19] |f:3.4,5.6|. Procedure details: Retinoyl fluoride can be mixed with commercially available glucuronic acid. The reaction is carried out in acetone/water to facilitate the solubility of the water-insoluble retinoyl fluoride and the water-soluble glucuronic acid. The reaction takes place in slightly alkaline pH and hence sodium bicarbonate is used in the reaction mixture. Stirring the mixture at room temperature for 20-24 hours followed by acidification of the solution and extraction with ethyl acetate yields retinoyl glucuronid...